From a dataset of the Open Reaction Database (ORD), a public repository of structured organic reaction records. describe an organic reaction: reactants, conditions, products, and yield Starting materials: FC(/C=C/C(=O)OCC)(F)F (ethyl 4,4,4-trifluorocrotonate), CC1=CC=C(C=C1)S(=O)(=O)C[N+]#[C-] (TOSMIC), CI (methyl iodide), crude product, aqueous solution, [H-].[Na+] (Sodium hydride). The solvent is CS(=O)C (DMSO), C(C)O (ethanol), [OH-].[Na+] (sodium hydroxide), CS(=O)C (DMSO), C(C)OCC (diethylether). Product: CN1C=C(C(=C1)C(F)(F)F)C(=O)O (1-methyl-4-trifluoromethylpyrrol-3-carboxylic acid). Reaction SMILES: [H-].[Na+].[F:3][C:4]([F:13])([F:12])/[CH:5]=[CH:6]/[C:7]([O:9]CC)=[O:8].CC1C=CC(S([CH2:24][N+:25]#[C-:26])(=O)=O)=CC=1.[CH3:27]I>CS(C)=O.C(OCC)C.C(O)C.[OH-].[Na+]>[CH3:24][N:25]1[CH:26]=[C:5]([C:4]([F:13])([F:12])[F:3])[C:6]([C:7]([OH:9])=[O:8])=[CH:27]1 |f:0.1,8.9|. Reported procedure: Sodium hydride (8.0 g of a 75% dispersion in oil) is suspended at +5° C. in a mixture of DMSO (300 ml) and diethylether (100 ml). A solution of ethyl 4,4,4-trifluorocrotonate (20 g) and TOSMIC (23 g) in DMSO (100 ml) is added through a dropping funnel at such a rate that the temperature does not exceed 10° C. After stirring the reaction mixture for an additional hour at room temperature methyl iodide (15.6 ml) is added with cooling. After 2 hours at room temperature the reaction mixture is poure... Reactants: COCCOCC(=O)O ((2-methoxyethoxy)acetic acid), CNCCCO (3-(methylamino)propan-1-ol). The product is OCCCN(C(COCCOC)=O)C (N-(3-hydroxypropyl)-2-(2-methoxyethoxy)-N-methylacetamide). As a reaction SMILES: [CH3:1][O:2][CH2:3][CH2:4][O:5][CH2:6][C:7]([OH:9])=O.[CH3:10][NH:11][CH2:12][CH2:13][CH2:14][OH:15]>>[OH:15][CH2:14][CH2:13][CH2:12][N:11]([CH3:10])[C:7](=[O:9])[CH2:6][O:5][CH2:4][CH2:3][O:2][CH3:1]. Procedure: By using 1.4 mL of (2-methoxyethoxy)acetic acid and 1.0 g of 3-(methylamino)propan-1-ol as starting materials, the reaction similar to Preparation Example 16 was performed, thereby obtaining 2.19 g of N-(3-hydroxypropyl)-2-(2-methoxyethoxy)-N-methylacetamide.